This data is from the Open Reaction Database (ORD), a public repository of structured organic reaction records. The task is: describe an organic reaction: reactants, conditions, products, and yield Reactants: Cc1cc(F)nc(Br)c1, O=C([O-])O, COCCOC, OB(O)c1ccc(F)cc1, [Na+], O, c1ccc(P(c2ccccc2)(c2ccccc2)[Pd](P(c2ccccc2)(c2ccccc2)c2ccccc2)(P(c2ccccc2)(c2ccccc2)c2ccccc2)P(c2ccccc2)(c2ccccc2)c2ccccc2)cc1. Yields the product Cc1cc(F)nc(-c2ccc(F)cc2)c1. As a reaction SMILES: [Br:1][c:2]1[n:3][c:4]([F:9])[cH:5][c:6]([CH3:8])[cH:7]1.[C:20](=[O:21])([OH:22])[O-:23].[CH3:26][O:27][CH2:28][CH2:29][O:30][CH3:31].[F:10][c:11]1[cH:12][cH:13][c:14]([B:17]([OH:18])[OH:19])[cH:15][cH:16]1.[Na+:24].[OH2:25].[cH:32]1[cH:33][cH:34][c:35]([P:36]([Pd:37]([P:38]([c:39]2[cH:40][cH:41][cH:42][cH:43][cH:44]2)([c:45]2[cH:46][cH:47][cH:48][cH:49][cH:50]2)[c:51]2[cH:52][cH:53][cH:54][cH:55][cH:56]2)([P:57]([c:58]2[cH:59][cH:60][cH:61][cH:62][cH:63]2)([c:64]2[cH:65][cH:66][cH:67][cH:68][cH:69]2)[c:70]2[cH:71][cH:72][cH:73][cH:74][cH:75]2)[P:76]([c:77]2[cH:78][cH:79][cH:80][cH:81][cH:82]2)([c:83]2[cH:84][cH:85][cH:86][cH:87][cH:88]2)[c:89]2[cH:90][cH:91][cH:92][cH:93][cH:94]2)([c:95]2[cH:96][cH:97][cH:98][cH:99][cH:100]2)[c:101]2[cH:102][cH:103][cH:104][cH:105][cH:106]2)[cH:107][cH:108]1>>[c:2]1(-[c:14]2[cH:13][cH:12][c:11]([F:10])[cH:16][cH:15]2)[n:3][c:4]([F:9])[cH:5][c:6]([CH3:8])[cH:7]1. Reactants: [N+](=O)([O-])C1=CC=C(C(=O)N(C2=C(C=CC=C2)OCCCNC(=O)OC2=CC=CC=C2)C)C=C1 (4-nitro-N-methyl-N-[2-(3-phenoxycarbonylaminoprop-1-yloxy)phenyl]benzamide), N1CCNCC1 (piperazine), CN(C=O)C (N,N-dimethylformamide). Run in C(C)(=O)OCC (ethyl acetate). Reaction conditions: temperature 80 celsius, time 3 hour. Product: [N+](=O)([O-])C1=CC=C(C(=O)N(C2=C(C=CC=C2)OCCCNC(=O)N2CCN(CC2)C)C)C=C1 (4-nitro-N-methyl-N-[2-{3-(4-methyl-1-piperazinyl)carbonylaminoprop-1-yloxy}phenyl]benzamide). Reaction SMILES: [N+:1]([C:4]1[CH:33]=[CH:32][C:7]([C:8]([N:10]([CH3:31])[C:11]2[CH:16]=[CH:15][CH:14]=[CH:13][C:12]=2[O:17][CH2:18][CH2:19][CH2:20][NH:21][C:22]([O:24]C2C=CC=CC=2)=O)=[O:9])=[CH:6][CH:5]=1)([O-:3])=[O:2].[NH:34]1[CH2:39][CH2:38][NH:37][CH2:36][CH2:35]1.[CH3:40]N(C)C=O>C(OCC)(=O)C>[N+:1]([C:4]1[CH:33]=[CH:32][C:7]([C:8]([N:10]([CH3:31])[C:11]2[CH:16]=[CH:15][CH:14]=[CH:13][C:12]=2[O:17][CH2:18][CH2:19][CH2:20][NH:21][C:22]([N:34]2[CH2:39][CH2:38][N:37]([CH3:40])[CH2:36][CH2:35]2)=[O:24])=[O:9])=[CH:6][CH:5]=1)([O-:3])=[O:2]. Procedure: A mixture of 4-nitro-N-methyl-N-[2-(3-phenoxycarbonylaminoprop-1-yloxy)phenyl]benzamide (383 mg) and piperazine (256 mg) in N,N-dimethylformamide (8 ml) was stirred at 80° C. for 3 hours. The reaction mixture was diluted with ethyl acetate and then the organic solution was washed successively with saturated sodium bicarbonate aqueous solution and brine. Drying, filtering and removal of solvents afforded 4-nitro-N-methyl-N-[2-{3-(4-methyl-1-piperazinyl)carbonylaminoprop-1-yloxy}phenyl]benzamide (... Starting materials: OC(C=1N=C2C(=NC1)NC=C2C(C(C)(C)C)=O)C=2C=NC=CC2 (1-[2-(Hydroxy-pyridin-3-yl-methyl)-5H-pyrrolo[2,3-b]pyrazin-7-yl]-2,2-dimethyl-propan-1-one), CC(=O)OI1(C=2C=CC=CC2C(=O)O1)(OC(=O)C)OC(=O)C (Dess-Martin periodinane). Product: CC(C(=O)C1=CNC2=NC=C(N=C21)C(=O)C=2C=NC=CC2)(C)C (2,2-Dimethyl-1-[2-(pyridine-3-carbonyl)-5H-pyrrolo[2,3-b]pyrazin-7-yl]-propan-1-one). As a reaction SMILES: [OH:1][CH:2]([C:18]1[CH:19]=[N:20][CH:21]=[CH:22][CH:23]=1)[C:3]1[N:4]=[C:5]2[C:11]([C:12](=[O:17])[C:13]([CH3:16])([CH3:15])[CH3:14])=[CH:10][NH:9][C:6]2=[N:7][CH:8]=1.CC(OI1(OC(C)=O)(OC(C)=O)OC(=O)C2C=CC=CC1=2)=O>>[CH3:14][C:13]([CH3:16])([CH3:15])[C:12]([C:11]1[C:5]2[C:6](=[N:7][CH:8]=[C:3]([C:2]([C:18]3[CH:19]=[N:20][CH:21]=[CH:22][CH:23]=3)=[O:1])[N:4]=2)[NH:9][CH:10]=1)=[O:17]. Procedure: 1-[2-(Hydroxy-pyridin-3-yl-methyl)-5H-pyrrolo[2,3-b]pyrazin-7-yl]-2,2-dimethyl-propan-1-one was treated with Dess-Martin periodinane, following general procedures described in these Examples MP=218-220 C, (M+H)+=309. The reactants are N1(CCCC1)CC(=O)N1C2=C(C=3N(C4=C1C=CC=C4)C(NN3)=O)C=CC=N2 (2,9-dihydro-9-[(pyrrolidino)acetyl]-3H-pyrido[3,2-c]-s-triazolo[4,3-a]-[1,5]benzodiazepin-3-one), [H-].[Na+] (sodium hydride), N1(CCCC1)CCCl ((2-pyrrolidinoethyl)chloride). Solvent: CN(C=O)C (dimethylformamide), C=1(C(=CC=CC1)C)C (xylene). Reaction conditions: time 22 hour. Product: N1(CCCC1)CCN1N=C2N(C3=C(N(C4=C2C=CC=N4)C(CN4CCCC4)=O)C=CC=C3)C1=O (2,9-dihydro-2-(2-pyrrolidinoethyl)-9-(pyrrolidinoacetyl)-3H-pyrido[3,2-c]-s-triazolo[4,3-a]-[1,5]benzodiazepin-3-one). Reaction SMILES: [N:1]1([CH2:6][C:7]([N:9]2[C:15]3[CH:16]=[CH:17][CH:18]=[CH:19][C:14]=3[N:13]3[C:20](=[O:23])[NH:21][N:22]=[C:12]3[C:11]3[CH:24]=[CH:25][CH:26]=[N:27][C:10]2=3)=[O:8])[CH2:5][CH2:4][CH2:3][CH2:2]1.[H-].[Na+].[N:30]1([CH2:35][CH2:36]Cl)[CH2:34][CH2:33][CH2:32][CH2:31]1>CN(C)C=O.C1(C)C(C)=CC=CC=1>[N:30]1([CH2:35][CH2:36][N:21]2[C:20](=[O:23])[N:13]3[C:14]4[CH:19]=[CH:18][CH:17]=[CH:16][C:15]=4[N:9]([C:7](=[O:8])[CH2:6][N:1]4[CH2:2][CH2:3][CH2:4][CH2:5]4)[C:10]4[N:27]=[CH:26][CH:25]=[CH:24][C:11]=4[C:12]3=[N:22]2)[CH2:34][CH2:33][CH2:32][CH2:31]1 |f:1.2|. Procedure: In the manner given in Example 25, to 2,9-dihydro-9-[(pyrrolidino)acetyl]-3H-pyrido[3,2-c]-s-triazolo[4,3-a]-[1,5]benzodiazepin-3-one in dimethylformamide is added a solution of sodium hydride in mineral oil. The mixture is allowed to react at about 95° C. for 40 minutes and after cooling (2-pyrrolidinoethyl)chloride in xylene is added. The mixture is kept at 95°-100° C. for a period of 22 hours, evaporated and worked up as in example 25 to give 2,9-dihydro-2-(2-pyrrolidinoethyl)-9-(pyrrolidinoa... Reactants: BrC=1C=CC2=C(C=C(CCO2)C(=O)OC)C1 (methyl 7-bromo-2,3-dihydro-1-benzoxepine-4-carboxylate), B(OC1=CC2=C(C=C1)OCO2)([O-])[O-] (3,4-methlenedioxyphenyl borate), C([O-])([O-])=O.[Na+].[Na+] (sodium carbonate), O (water). Reagents/catalysts: C=1C=CC(=CC1)[P](C=2C=CC=CC2)(C=3C=CC=CC3)[Pd]([P](C=4C=CC=CC4)(C=5C=CC=CC5)C=6C=CC=CC6)([P](C=7C=CC=CC7)(C=8C=CC=CC8)C=9C=CC=CC9)[P](C=1C=CC=CC1)(C=1C=CC=CC1)C=1C=CC=CC1 (tetrakistriphenylphosphinepalladium). Solvent: COCCOC (1,2-dimethoxyethane). Conditions: time 30 minute. The product is C1OC=2C=C(C=CC2O1)C=1C=CC2=C(C=C(CCO2)C(=O)OC)C1 (methyl 7-(3,4-methlenedioxyphenyl)-2,3-dihydro-1-benzoxepine-4-carboxylate). The yield is 65.9%. Reaction SMILES: Br[C:2]1[CH:3]=[CH:4][C:5]2[O:11][CH2:10][CH2:9][C:8]([C:12]([O:14][CH3:15])=[O:13])=[CH:7][C:6]=2[CH:16]=1.B([O-])([O-])O[C:19]1[CH:24]=[CH:23][C:22]2[O:25][CH2:26][O:27][C:21]=2[CH:20]=1.C(=O)([O-])[O-].[Na+].[Na+].O>C1C=CC([P]([Pd]([P](C2C=CC=CC=2)(C2C=CC=CC=2)C2C=CC=CC=2)([P](C2C=CC=CC=2)(C2C=CC=CC=2)C2C=CC=CC=2)[P](C2C=CC=CC=2)(C2C=CC=CC=2)C2C=CC=CC=2)(C2C=CC=CC=2)C2C=CC=CC=2)=CC=1.COCCOC>[CH2:26]1[O:27][C:21]2[CH:20]=[CH:19][C:24]([C:2]3[CH:3]=[CH:4][C:5]4[O:11][CH2:10][CH2:9][C:8]([C:12]([O:14][CH3:15])=[O:13])=[CH:7][C:6]=4[CH:16]=3)=[CH:23][C:22]=2[O:25]1 |f:2.3.4,^1:40,42,61,80|. Procedure: To a mixture of methyl 7-bromo-2,3-dihydro-1-benzoxepine-4-carboxylate (0.57 g), 3,4-methlenedioxyphenyl borate (0.47 g) and sodium carbonate (0.42 g) were added water (2 ml) and 1,2-dimethoxyethane (12 ml). Under argon atmosphere, the mixture was stirred at room temperature for 30 minutes, and to the mixture was added tetrakistriphenylphosphinepalladium (0.16 g). The mixture was stirred at 80° C. for 14 hours and extracted with ethyl acetate. The organic layer was washed with water and saturate... The reactants are BrC=1C=CC(=C(C=O)C1)Cl (5-bromo-2-chlorobenzaldehyde), [Cl-].[NH4+] (ammonium chloride), CCCCCC (hexane), S1C2=C(C=C1)C=CC=C2 (benzo[b]thiophene). The solvent is O1CCCC1 (tetrahydrofuran), O1CCCC1 (tetrahydrofuran). Conditions: time 0.5 hour. Yields the product S1C(=CC2=C1C=CC=C2)C(O)C2=C(C=CC(=C2)Br)Cl ((1-benzothien-2-yl)(5-bromo-2-chlorophenyl)methanol). The yield is 71.0%. As a reaction SMILES: CCCCCC.[S:7]1[CH:11]=[CH:10][C:9]2[CH:12]=[CH:13][CH:14]=[CH:15][C:8]1=2.[Br:16][C:17]1[CH:18]=[CH:19][C:20]([Cl:25])=[C:21]([CH:24]=1)[CH:22]=[O:23].[Cl-].[NH4+]>O1CCCC1>[S:7]1[C:8]2[CH:15]=[CH:14][CH:13]=[CH:12][C:9]=2[CH:10]=[C:11]1[CH:22]([C:21]1[CH:24]=[C:17]([Br:16])[CH:18]=[CH:19][C:20]=1[Cl:25])[OH:23] |f:3.4|. Procedure: 1.6 M n-butylithium hexane solution (26.9 mL) was added to a mixture of benzo[b]thiophene (5.8 g, 0.043 mol) and tetrahydrofuran (58 mL) at −78° C. over 20 minutes. After stirred for 0.5 hours, the mixture was added with a tetrahydrofuran (50 mL) solution of 5-bromo-2-chlorobenzaldehyde (9.0 g, 0.041 mol) and stirred for further five minutes. The reaction mixture was warmed to room temperature. After the reaction mixture was added with a saturated ammonium chloride aqueous solution and extracted... Starting materials: CC(=O)O, [Li+], Nc1ncnc2c1nc(Sc1cc3c(cc1I)OCO3)n2CCCC(N)C(=O)OC1CCCC1, C1CCOC1, [OH-], O. Yields the product Nc1ncnc2c1nc(Sc1cc3c(cc1I)OCO3)n2CCCC(N)C(=O)O. Reaction SMILES: [CH3:37][C:38](=[O:39])[OH:40].[Li+:1].[NH2:3][CH:4]([C:5](=[O:6])[O:7][CH:8]1[CH2:9][CH2:10][CH2:11][CH2:12]1)[CH2:13][CH2:14][CH2:15][n:16]1[c:17]2[n:18][cH:19][n:20][c:21]([NH2:36])[c:22]2[n:23][c:24]1[S:25][c:26]1[cH:27][c:28]2[c:29]([cH:33][c:34]1[I:35])[O:30][CH2:31][O:32]2.[O:41]1[CH2:42][CH2:43][CH2:44][CH2:45]1.[OH-:2].[OH2:46]>>[NH2:3][CH:4]([C:5](=[O:6])[OH:7])[CH2:13][CH2:14][CH2:15][n:16]1[c:17]2[n:18][cH:19][n:20][c:21]([NH2:36])[c:22]2[n:23][c:24]1[S:25][c:26]1[cH:27][c:28]2[c:29]([cH:33][c:34]1[I:35])[O:30][CH2:31][O:32]2. The reactants are CN(C)C=O, [Cl-], Cl, [Li+], COc1c(C(=O)N2CCS(=O)(=O)C2)cc(C(=O)N2CS(=O)(=O)c3ccccc32)cc1C(F)(F)F. Product: O=C(c1cc(C(=O)N2CS(=O)(=O)c3ccccc32)cc(C(F)(F)F)c1O)N1CCS(=O)(=O)C1. As a reaction SMILES: [CH3:38][N:39]([CH3:40])[CH:41]=[O:42].[Cl-:36].[ClH:37].[Li+:35].[O:1]=[S:2]1(=[O:34])[CH2:3][N:4]([C:11]([c:12]2[cH:13][c:14]([C:24](=[O:25])[N:26]3[CH2:27][S:28](=[O:31])(=[O:32])[CH2:29][CH2:30]3)[c:15]([O:22][CH3:23])[c:16]([C:18]([F:19])([F:20])[F:21])[cH:17]2)=[O:33])[c:5]2[c:6]1[cH:7][cH:8][cH:9][cH:10]2>>[O:1]=[S:2]1(=[O:34])[CH2:3][N:4]([C:11]([c:12]2[cH:13][c:14]([C:24](=[O:25])[N:26]3[CH2:27][S:28](=[O:31])(=[O:32])[CH2:29][CH2:30]3)[c:15]([OH:22])[c:16]([C:18]([F:19])([F:20])[F:21])[cH:17]2)=[O:33])[c:5]2[c:6]1[cH:7][cH:8][cH:9][cH:10]2. Reactants: COc1cc(C#N)nc(Oc2cccc(OC(F)(F)F)c2)c1, CCOC(C)=O, Cl, O, O. Product: COc1cc(Oc2cccc(OC(F)(F)F)c2)nc(C(=O)O)c1. Reaction SMILES: [C:1](#[N:2])[c:3]1[n:4][c:5]([O:11][c:12]2[cH:13][c:14]([O:18][C:19]([F:20])([F:21])[F:22])[cH:15][cH:16][cH:17]2)[cH:6][c:7]([O:9][CH3:10])[cH:8]1.[C:26]([O:27][CH2:28][CH3:29])(=[O:30])[CH3:31].[ClH:23].[OH2:24].[OH2:25]>>[C:1]([c:3]1[n:4][c:5]([O:11][c:12]2[cH:13][c:14]([O:18][C:19]([F:20])([F:21])[F:22])[cH:15][cH:16][cH:17]2)[cH:6][c:7]([O:9][CH3:10])[cH:8]1)(=[O:24])[OH:25].